This data is from the Open Reaction Database (ORD), a public repository of structured organic reaction records. The task is: describe an organic reaction: reactants, conditions, products, and yield Starting materials: COC(=O)C1(C(C(CC1)(CO)CO)=O)CC1=CC=C(C=C1)Cl (1-(4-Chlorobenzyl)-3,3-bis-hydroxymethyl-2-oxo-cyclopentancarboxylic acid methyl ester), COC(=O)C1(C(C(CC1)(CO)CO)=O)CC1=CC=C(C=C1)Cl (1-(4-Chlorobenzyl)-3,3-bis-hydroxymethyl-2-oxo-cyclopentancarboxylic acid methyl ester), C(O)([O-])=O.[Na+] (sodium hydrogen carbonate), [Br-].[Li+] (lithium bromide), O.C1(=CC=C(C=C1)S(=O)(=O)O)C (p-toluenesulfonic acid monohydrate), COCOC (dimethoxymethane). Solvent: C(Cl)(Cl)Cl (chloroform), C(C)OCC (diethyl ether). Run at time 2 hour. Yields the product COC(=O)C1(C(C(CC1)(COCOC)COCOC)=O)CC1=CC=C(C=C1)Cl (1-(4-chlorobenzyl)-3,3-bis-methoxymethoxymethyl-2-oxo-cyclopentancarboxylic acid methyl ester). Reaction SMILES: [CH3:1][O:2][C:3]([C:5]1([CH2:15][C:16]2[CH:21]=[CH:20][C:19]([Cl:22])=[CH:18][CH:17]=2)[CH2:9][CH2:8][C:7]([CH2:12][OH:13])([CH2:10][OH:11])[C:6]1=[O:14])=[O:4].CO[CH2:25][O:26][CH3:27].[Br-].[Li+].O.[C:31]1(C)C=CC(S(O)(=O)=O)=CC=1.[C:42](=[O:45])([O-])O.[Na+]>C(Cl)(Cl)Cl.C(OCC)C>[CH3:1][O:2][C:3]([C:5]1([CH2:15][C:16]2[CH:17]=[CH:18][C:19]([Cl:22])=[CH:20][CH:21]=2)[CH2:9][CH2:8][C:7]([CH2:12][O:13][CH2:27][O:26][CH3:25])([CH2:10][O:11][CH2:31][O:45][CH3:42])[C:6]1=[O:14])=[O:4] |f:2.3,4.5,6.7|. Procedure details: 1-(4-Chlorobenzyl)-3,3-bis-hydroxymethyl-2-oxo-cyclopentancarboxylic acid methyl ester (Compound (XXVI), R2=CH3, Ym=4-Cl) (3.6871 g, 10.0 mmol) was dissolved in chloroform (14.5 ml), combined with dimethoxymethane (14.5 ml), lithium bromide (173.6 mg, 2.00 mmol) and p-toluenesulfonic acid monohydrate (190.2 mg, 1.00 mmol) and stirring was conducted at room temperature for 2 hours. After completion of the reaction, an aqueous solution of sodium hydrogen carbonate and diethyl ether were added, and... Starting materials: CCN=C=NCCCN(C)C, C[Si](C)(C)CCO, CN(C)c1ccncc1, ClCCl, Cl, O=C(O)C1CCCCC1. The product is C[Si](C)(C)CCOC(=O)C1CCCCC1. Reaction SMILES: [CH2:18]([N:19]=[C:20]=[N:21][CH2:22][CH2:23][CH2:24][N:25]([CH3:26])[CH3:27])[CH3:28].[CH3:10][Si:11]([CH2:12][CH2:13][OH:14])([CH3:15])[CH3:16].[CH3:32][N:33]([CH3:34])[c:35]1[cH:36][cH:37][n:38][cH:39][cH:40]1.[Cl:29][CH2:30][Cl:31].[ClH:17].[OH:1][C:2](=[O:3])[CH:4]1[CH2:5][CH2:6][CH2:7][CH2:8][CH2:9]1>>[O:1]([C:2](=[O:3])[CH:4]1[CH2:5][CH2:6][CH2:7][CH2:8][CH2:9]1)[CH2:13][CH2:12][Si:11]([CH3:10])([CH3:15])[CH3:16]. Starting materials: ice water, ClC1=C(C=CC(=C1)C(F)(F)F)F (2-chloro-1-fluoro-4-(trifluoromethyl)benzene), OC1=CC=C(C=C1)B(O)O ((4-hydroxyphenyl)boronic acid), C([O-])([O-])=O.[K+].[K+] (potassium carbonate), Cl (hydrochloric acid). Solvent: CS(=O)C (DMSO). Reaction conditions: temperature 130 celsius, time 20 hour. Yields the product ClC1=C(OC2=CC=C(C=C2)B(O)O)C=CC(=C1)C(F)(F)F ([4-[2-chloro-4-(Trifluoromethyl)Phenoxy]phenyl]boronic Acid). Isolated yield 13.2%. RXN SMILES: [Cl:1][C:2]1[CH:7]=[C:6]([C:8]([F:11])([F:10])[F:9])[CH:5]=[CH:4][C:3]=1F.[OH:13][C:14]1[CH:19]=[CH:18][C:17]([B:20]([OH:22])[OH:21])=[CH:16][CH:15]=1.C(=O)([O-])[O-].[K+].[K+].Cl>CS(C)=O>[Cl:1][C:2]1[CH:7]=[C:6]([C:8]([F:11])([F:10])[F:9])[CH:5]=[CH:4][C:3]=1[O:13][C:14]1[CH:19]=[CH:18][C:17]([B:20]([OH:22])[OH:21])=[CH:16][CH:15]=1 |f:2.3.4|. Reported procedure: A solution of 2-chloro-1-fluoro-4-(trifluoromethyl)benzene (0.95 g), (4-hydroxyphenyl)boronic acid (0.66 g), and potassium carbonate (1.65 g) in DMSO (5.0 mL) was heated with stirring at 130° C. for 20 hours. The resultant reaction mixture was left to be cooled down and was poured into an ice water, and pH of the resultant reaction mixture was adjusted to around 2 with a 10% hydrochloric acid, followed by extracting the reaction mixture with ethyl acetate. From the organic phase, the solvent was...